From a dataset of the Open Reaction Database (ORD), a public repository of structured organic reaction records. describe an organic reaction: reactants, conditions, products, and yield Starting materials: CCOCC, C#CCCN, O=C=NCCCl. The product is C#CCCNC(=O)NCCCl. RXN SMILES: [CH2:12]([O:13][CH2:14][CH3:15])[CH3:16].[CH2:7]([CH2:8][C:9]#[CH:10])[NH2:11].[Cl:1][CH2:2][CH2:3][N:4]=[C:5]=[O:6]>>[Cl:1][CH2:2][CH2:3][NH:4][C:5](=[O:6])[NH:11][CH2:7][CH2:8][C:9]#[CH:10]. Starting materials: C[Si](C#CCCCCOC1OCCCC1)(C)C (1-Trimethylsilyl[6-(oxacyclohex-2-yloxy)]hex-1-yne), C1(=CC=C(C=C1)S(=O)(=O)[O-])C.[NH+]1=CC=CC=C1 (pyridinium p-toluenesulfonate). Solvent: CO (methanol). Yields the product C[Si](C#CCCCCO)(C)C (1-Trimethylsilylhex-1-yn-6-ol). Yield: 73.6%. As a reaction SMILES: [CH3:1][Si:2]([CH3:17])([CH3:16])[C:3]#[C:4][CH2:5][CH2:6][CH2:7][CH2:8][O:9]C1CCCCO1.C1(C)C=CC(S([O-])(=O)=O)=CC=1.[NH+]1C=CC=CC=1>CO>[CH3:17][Si:2]([CH3:1])([CH3:16])[C:3]#[C:4][CH2:5][CH2:6][CH2:7][CH2:8][OH:9] |f:1.2|. Procedure details: 1-Trimethylsilyl[6-(oxacyclohex-2-yloxy)]hex-1-yne (76 g, 300 mmol) and pyridinium p-toluenesulfonate (0.05 g) were heated at reflux in methanol (200 mL). After cooling the solvent was removed under reduced pressure, the residue was dissolved in methylene chloride and washed with water, brine and dried (MgSO4). Evaporation of the solvent under reduced pressure afforded a residue which was distilled (b.p. 96° C., 3 mm Hg) to give 37.6 g (64%) of the product. Starting materials: FC(COC1=CC=C(C=O)C=C1)(C(F)F)F (4-(2,2,3,3-tetrafluoropropoxy)-benzaldehyde), C(C)OC(=O)CP(OCC)(=O)OCC (diethyl ethoxycarbonylmethanephosphonate). The product is FC(COC1=CC=C(C=CC(=O)OCC)C=C1)(C(F)F)F (ethyl 4-(2,2,3,3-tetrafluoropropoxy)cinnamate). RXN SMILES: [F:1][C:2]([F:16])([CH:13]([F:15])[F:14])[CH2:3][O:4][C:5]1[CH:12]=[CH:11][C:8]([CH:9]=O)=[CH:7][CH:6]=1.[CH2:17]([O:19][C:20]([CH2:22]P(OCC)(=O)OCC)=[O:21])[CH3:18]>>[F:1][C:2]([F:16])([CH:13]([F:15])[F:14])[CH2:3][O:4][C:5]1[CH:12]=[CH:11][C:8]([CH:9]=[CH:22][C:20]([O:19][CH2:17][CH3:18])=[O:21])=[CH:7][CH:6]=1. Procedure details: Prior-art syntheses of 4-fluoroalkoxycinnamonitriles start, for example, from p-chlorobenzonitrile, which is reacted, in a first reaction step, with 2,2,3,3'tetra-fluoropropanol to give 4-(2,2,3,3-tetrafluoropropoxy)benzonitrile (EP 0 472 392). This reaction has already been described by J. P. Idoux (J. Org. Chem. 48, 3772, 1983). In a second reaction step, 4-(2,2,3,3-tetrafluoropropoxy)benzonitrile is reacted in the presence of metal hydrides, such as diisobutylaluminumhydride, to give the corr... Reactants: CCCCOC(=O)C1CC(N(C)C)CN1, CO, N. The product is CN(C)C1CNC(C(N)=O)C1. Reaction SMILES: [CH2:1]([CH2:3][CH2:4][CH3:7])[O:5][C:6](=[O:2])[CH:8]1[NH:9][CH2:10][CH:11]([N:13]([CH3:14])[CH3:15])[CH2:12]1.[CH3:17][OH:18].[NH3:16]>>[O:5]=[C:6]([CH:8]1[NH:9][CH2:10][CH:11]([N:13]([CH3:14])[CH3:15])[CH2:12]1)[NH2:16]. The reactants are C(C)(C)NC(C)C (diisopropylamine), ClC1=C(C=CC=C1)N1C(=NC2=CC=C(C=C2C1=O)F)C (3-(2-chloro-phenyl)-6-fluoro-2-methyl-3H-quinazolin-4-one), N1=C(C=CC=C1)C(=O)OCC (ethyl picolinate), C(CCC)[Li] (butyllithium). Run in O1CCCC1 (tetrahydrofuran), O1CCCC1 (tetrahydrofuran), O1CCCC1 (tetrahydrofuran). Run at temperature -78 celsius, time 20 minute. Product: N1=C(C=CC=C1)C(=O)OCC (ethyl picolinate), ClC1=C(C=CC=C1)N1C(=NC2=CC=C(C=C2C1=O)F)C=C(C1=NC=CC=C1)O (3-(2-chloro-phenyl)-6-fluoro-2-(2-hydroxy-2-pyridin-2-yl-vinyl)-3H-quinazolin-4-one). Isolated yield 40.0%. Reaction SMILES: C(NC(C)C)(C)C.C([Li])CCC.[Cl:13][C:14]1[CH:19]=[CH:18][CH:17]=[CH:16][C:15]=1[N:20]1[C:29](=[O:30])[C:28]2[C:23](=[CH:24][CH:25]=[C:26]([F:31])[CH:27]=2)[N:22]=[C:21]1[CH3:32].[N:33]1[CH:38]=[CH:37][CH:36]=[CH:35][C:34]=1[C:39]([O:41][CH2:42][CH3:43])=[O:40]>O1CCCC1>[N:33]1[CH:38]=[CH:37][CH:36]=[CH:35][C:34]=1[C:39]([O:41][CH2:42][CH3:43])=[O:40].[Cl:13][C:14]1[CH:19]=[CH:18][CH:17]=[CH:16][C:15]=1[N:20]1[C:29](=[O:30])[C:28]2[C:23](=[CH:24][CH:25]=[C:26]([F:31])[CH:27]=2)[N:22]=[C:21]1[CH:32]=[C:39]([OH:40])[C:34]1[CH:35]=[CH:36][CH:37]=[CH:38][N:33]=1. Procedure: A solution of diisopropylamine (0.061 mL, 0.47 mmol) in tetrahydrofuran (2.7 mL) was chilled to -78° C. and butyllithium (0.134 mL, 0.34 mmol, 2.5 N in hexanes) was added dropwise. The solution was stirred 20 min and then a solution 3-(2-chloro-phenyl)-6-fluoro-2-methyl-3H-quinazolin-4-one (0.10 g, 0.35 mmol) in tetrahydrofuran (0.7 mL) was added dropwise. The solution became intense red and was stirred 30 min. In a separate vessel a solution of ethyl picolinate (0.491 mL, 3.6 mmol) in tetrahydr... Starting materials: C(C1=CC=CC=C1)OC1=C(C=C2C(C=CNC2=C1)=S)OC (7-(Benzyloxy)-6-methoxy-1,4-dihydro-4-quinolinethione), BrC=1SC(=CN1)[N+](=O)[O-] (2-bromo-5-nitro-1,3-thiazole), C([O-])([O-])=O.[K+].[K+] (potassium carbonate), CN(C=O)C (dimethylformamide). Run in O (water). The product is C(C1=CC=CC=C1)OC1=C(C=C2C(=CC=NC2=C1)SC=1SC(=CN1)[N+](=O)[O-])OC (2-{[7-(Benzyloxy)-6-methoxy-4-quinolyl]sulfanyl}-5-nitro-1,3-thiazole). Reaction SMILES: [CH2:1]([O:8][C:9]1[CH:18]=[C:17]2[C:12]([C:13](=[S:19])[CH:14]=[CH:15][NH:16]2)=[CH:11][C:10]=1[O:20][CH3:21])[C:2]1[CH:7]=[CH:6][CH:5]=[CH:4][CH:3]=1.Br[C:23]1[S:24][C:25]([N+:28]([O-:30])=[O:29])=[CH:26][N:27]=1.C(=O)([O-])[O-].[K+].[K+].CN(C)C=O>O>[CH2:1]([O:8][C:9]1[CH:18]=[C:17]2[C:12]([C:13]([S:19][C:23]3[S:24][C:25]([N+:28]([O-:30])=[O:29])=[CH:26][N:27]=3)=[CH:14][CH:15]=[N:16]2)=[CH:11][C:10]=1[O:20][CH3:21])[C:2]1[CH:3]=[CH:4][CH:5]=[CH:6][CH:7]=1 |f:2.3.4|. Procedure details: 7-(Benzyloxy)-6-methoxy-1,4-dihydro-4-quinolinethione (14.8 g), 2-bromo-5-nitro-1,3-thiazole (10.4 g), potassium carbonate (10.3 g) and dimethylformamide (150 ml) were stirred together at room temperature for 50 minutes. After adding 800 ml of water to the reaction solution, the precipitated solid was filtered out and washed with ethyl acetate to obtain 13.4 g of a light ochre powder.